From a dataset of the Open Reaction Database (ORD), a public repository of structured organic reaction records. describe an organic reaction: reactants, conditions, products, and yield Reactants: B(F)(F)F.CCOCC (boron trifluoride diethyl etherate), NC=1C=C(C2=C(OCCO2)C1)C(=O)OC (methyl 7-amino-2,3-dihydro-1,4-benzodioxine-5-carboxylate), N(=O)OC(C)(C)C (tert-butyl nitrite). Solvent: COCCOC (ethylene glycol dimethyl ether). Conditions: temperature 0 celsius, time 1 hour. Yields the product COC(=O)C1=CC(=CC2=C1OCCO2)N=[N-].F[B+]F (difluoroboranylium {8-[(methyloxy)carbonyl]-2,3-dihydro-1,4-benzodioxin-6-yl}diazenide). Yield: 99.2%. As a reaction SMILES: [NH2:1][C:2]1[CH:3]=[C:4]([C:12]([O:14][CH3:15])=[O:13])[C:5]2[O:10][CH2:9][CH2:8][O:7][C:6]=2[CH:11]=1.[B:16](F)([F:18])[F:17].CCOCC.[N:25](OC(C)(C)C)=O>COCCOC>[CH3:15][O:14][C:12]([C:4]1[C:5]2[O:10][CH2:9][CH2:8][O:7][C:6]=2[CH:11]=[C:2]([N:1]=[N-:25])[CH:3]=1)=[O:13].[F:17][B+:16][F:18] |f:1.2,5.6|. Procedure: A solution of methyl 7-amino-2,3-dihydro-1,4-benzodioxine-5-carboxylate (4.89 g, 23.3 mmol) in ethylene glycol dimethyl ether (15 mL) was cooled to −5° C. and then slowly added boron trifluoride diethyl etherate (3.85 mL, 30.3 mmol) followed by tert-butyl nitrite (3.05 mL, 25.6 mmol). The resulting gray suspension was allowed to warm to 0° C. and stirred for 1 h, at which time it was filtered and rinsed with ethyl acetate to give 6.24 g (93%) of difluoroboranylium {8-[(methyloxy)carbonyl]-2,3-di... Reactants: C(C)OC(=O)CN(S(=O)(=O)C)C1=CC=C(C=C1)N\C(\C1=CC=CC=C1)=C\1/C(NC2=CC=C(C=C12)[N+](=O)[O-])=O ((Z)-3-{1-[4-(N-ethoxycarbonylmethyl-N-methylsulphonyl-amino)-phenylamino]-1-phenyl-methylidene}-5-nitro-2-indolinone), [OH-].[Na+] (sodium hydroxide). Solvent: O1CCOCC1 (dioxane). The product is C(=O)(O)CN(S(=O)(=O)C)C1=CC=C(C=C1)N\C(\C1=CC=CC=C1)=C\1/C(NC2=CC=C(C=C12)[N+](=O)[O-])=O ((Z)-3-{1-[4-(N-carboxymethyl-N-methylsulphonyl-amino)-phenyl-amino]-1-phenyl-methylidene}-5-nitro-2-indolinone). Reaction SMILES: C([O:3][C:4]([CH2:6][N:7]([C:12]1[CH:17]=[CH:16][C:15]([NH:18]/[C:19](=[C:26]2\[C:27](=[O:38])[NH:28][C:29]3[C:34]\2=[CH:33][C:32]([N+:35]([O-:37])=[O:36])=[CH:31][CH:30]=3)/[C:20]2[CH:25]=[CH:24][CH:23]=[CH:22][CH:21]=2)=[CH:14][CH:13]=1)[S:8]([CH3:11])(=[O:10])=[O:9])=[O:5])C.[OH-].[Na+]>O1CCOCC1>[C:4]([CH2:6][N:7]([C:12]1[CH:13]=[CH:14][C:15]([NH:18]/[C:19](=[C:26]2\[C:27](=[O:38])[NH:28][C:29]3[C:34]\2=[CH:33][C:32]([N+:35]([O-:37])=[O:36])=[CH:31][CH:30]=3)/[C:20]2[CH:25]=[CH:24][CH:23]=[CH:22][CH:21]=2)=[CH:16][CH:17]=1)[S:8]([CH3:11])(=[O:10])=[O:9])([OH:5])=[O:3] |f:1.2|. Procedure: Prepared analogously to Example 8 by saponification of (Z)-3-{1-[4-(N-ethoxycarbonylmethyl-N-methylsulphonyl-amino)-phenylamino]-1-phenyl-methylidene}-5-nitro-2-indolinone with sodium hydroxide solution in dioxane. Reactants: CC(=O)Oc1ccc(OCc2ccccc2)c(C(C)C)c1, CCCCCCC, CO, [Na+], [OH-], O. The product is CC(C)c1cc(O)ccc1OCc1ccccc1. As a reaction SMILES: [C:1](=[O:2])([CH3:3])[O:4][c:5]1[cH:6][c:7]([CH:19]([CH3:20])[CH3:21])[c:8]([O:11][CH2:12][c:13]2[cH:14][cH:15][cH:16][cH:17][cH:18]2)[cH:9][cH:10]1.[CH3:24][CH2:25][CH2:26][CH2:27][CH2:28][CH2:29][CH3:30].[CH3:32][OH:33].[Na+:23].[OH-:22].[OH2:31]>>[OH:4][c:5]1[cH:6][c:7]([CH:19]([CH3:20])[CH3:21])[c:8]([O:11][CH2:12][c:13]2[cH:14][cH:15][cH:16][cH:17][cH:18]2)[cH:9][cH:10]1. Starting materials: C1(=CC=CC=C1)C(N1CCN(CC1)CC(=O)C1=CC=C(C=C1)O)C1=CC=CC=C1 (2-(4-diphenylmethylpiperazinyl)-1-(4-hydroxyphenyl)ethanone), [BH4-].[Na+] (sodium borohydride). Solvent: CO (methanol). Reaction conditions: time 8 hour. Product: C1(=CC=CC=C1)C(N1CCN(CC1)CC(O)C1=CC=C(C=C1)O)C1=CC=CC=C1 (2-(4-diphenylmethylpiperazinyl)-1-(4-hydroxyphenyl)ethanol). Isolated yield 79.2%. As a reaction SMILES: [C:1]1([CH:7]([C:24]2[CH:29]=[CH:28][CH:27]=[CH:26][CH:25]=2)[N:8]2[CH2:13][CH2:12][N:11]([CH2:14][C:15]([C:17]3[CH:22]=[CH:21][C:20]([OH:23])=[CH:19][CH:18]=3)=[O:16])[CH2:10][CH2:9]2)[CH:6]=[CH:5][CH:4]=[CH:3][CH:2]=1.[BH4-].[Na+]>CO>[C:24]1([CH:7]([C:1]2[CH:6]=[CH:5][CH:4]=[CH:3][CH:2]=2)[N:8]2[CH2:9][CH2:10][N:11]([CH2:14][CH:15]([C:17]3[CH:18]=[CH:19][C:20]([OH:23])=[CH:21][CH:22]=3)[OH:16])[CH2:12][CH2:13]2)[CH:25]=[CH:26][CH:27]=[CH:28][CH:29]=1 |f:1.2|. Procedure: In 50 ml of methanol was dissolved 3.0 g (7.8 mmol) of 2-(4-diphenylmethylpiperazinyl)-1-(4-hydroxyphenyl)ethanone, to which 3.0 g (79 mmol) of sodium borohydride was added slowly under ice-cooled conditions. The reaction mixture was then stirred overnight at room temperature, and methanol was removed under reduced pressure. Thereafter, 100 ml of ether was added to the residue, and the solution was washed successively with water and saturated saline and dried over anhydrous sodium sulfate. The r... Starting materials: CCOc1ccccc1OS(=O)(=O)N=C=O, ClC(Cl)(Cl)Cl, O=C=O, O. The product is CCOc1ccccc1OS(N)(=O)=O. As a reaction SMILES: [CH2:2]([CH3:3])[O:4][c:5]1[c:6]([O:7][S:8](=[O:9])(=[O:10])[N:11]=[C:12]=[O:13])[cH:14][cH:15][cH:16][cH:17]1.[Cl:21][C:22]([Cl:23])([Cl:24])[Cl:25].[O:18]=[C:19]=[O:20].[OH2:1]>>[CH2:2]([CH3:3])[O:4][c:5]1[c:6]([O:7][S:8](=[O:9])(=[O:10])[NH2:11])[cH:14][cH:15][cH:16][cH:17]1.